Dataset: the Open Reaction Database (ORD), a public repository of structured organic reaction records. Task: describe an organic reaction: reactants, conditions, products, and yield The reactants are O1C(CCCC1)N1N=C(C2=CC(=CC=C12)C1=NN(C=N1)C(C1=CC=CC=C1)(C1=CC=CC=C1)C1=CC=CC=C1)C=1C=C(C(=O)OC)C=CC1 (methyl 3-{1-perhydro-2H-pyran-2-yl-5-[1-(triphenylmethyl)(1,2,4-triazol-3-yl)]-1H-indazol-3-yl}benzoate), O.[OH-].[Li+] (lithium hydroxide monohydrate), CC(CN)(C)C (2,2-dimethylpropyl amine), O.ON1N=NC2=C1C=CC=C2 (1-hydroxybenzotriazole hydrate), Cl.CN(CCCN=C=NCC)C (1-(3-dimethylaminopropyl)-3-ethylcarbodiimide hydrochloride). Run in O1CCCC1.O (tetrahydrofuran water), O1CCCC1 (tetrahydrofuran). Run at temperature 60 celsius, time 67 hour. Product: CC(CNC(=O)C1=CC(=CC=C1)C1=NN(C2=CC=C(C=C12)C1=NN(C=N1)C(C1=CC=CC=C1)(C1=CC=CC=C1)C1=CC=CC=C1)C1OCCCC1)(C)C (N-(2,2-Dimethylpropyl)(3-{1-perhydro-2H-pyran-2-yl-5-[1-(triphenyl methyl)(1,2,4-triazol-3-yl)](1H-indazol-3-yl)}phenyl)carboxamide). The yield is 72.1%. As a reaction SMILES: [O:1]1[CH2:6][CH2:5][CH2:4][CH2:3][CH:2]1[N:7]1[C:15]2[C:10](=[CH:11][C:12]([C:16]3[N:20]=[CH:19][N:18]([C:21]([C:34]4[CH:39]=[CH:38][CH:37]=[CH:36][CH:35]=4)([C:28]4[CH:33]=[CH:32][CH:31]=[CH:30][CH:29]=4)[C:22]4[CH:27]=[CH:26][CH:25]=[CH:24][CH:23]=4)[N:17]=3)=[CH:13][CH:14]=2)[C:9]([C:40]2[CH:41]=[C:42]([CH:47]=[CH:48][CH:49]=2)[C:43](OC)=[O:44])=[N:8]1.O.[OH-].[Li+].[CH3:53][C:54]([CH3:58])([CH3:57])[CH2:55][NH2:56].O.ON1C2C=CC=CC=2N=N1.Cl.CN(C)CCCN=C=NCC>O1CCCC1.O1CCCC1.O>[CH3:53][C:54]([CH3:58])([CH3:57])[CH2:55][NH:56][C:43]([C:42]1[CH:47]=[CH:48][CH:49]=[C:40]([C:9]2[C:10]3[C:15](=[CH:14][CH:13]=[C:12]([C:16]4[N:20]=[CH:19][N:18]([C:21]([C:28]5[CH:29]=[CH:30][CH:31]=[CH:32][CH:33]=5)([C:34]5[CH:39]=[CH:38][CH:37]=[CH:36][CH:35]=5)[C:22]5[CH:27]=[CH:26][CH:25]=[CH:24][CH:23]=5)[N:17]=4)[CH:11]=3)[N:7]([CH:2]3[CH2:3][CH2:4][CH2:5][CH2:6][O:1]3)[N:8]=2)[CH:41]=1)=[O:44] |f:1.2.3,5.6,7.8,10.11|. Reported procedure: To a stirred solution of methyl 3-{1-perhydro-2H-pyran-2-yl-5-[1-(triphenylmethyl)(1,2,4-triazol-3-yl)]-1H-indazol-3-yl}benzoate (0.431 g, 0.667 mmol) in a tetrahydrofuran/water mixture (2.70 mL/1.62 mL) was added lithium hydroxide monohydrate (0.0840 g, 2.00 mmol) and the mixture heated at 60° C. for 21 h. To this mixture was added tetrahydrofuran (2.16 mL), 2,2-dimethylpropyl amine (0.174 g, 2.00 mmol), 1-hydroxybenzotriazole hydrate (0.270 g, 2.00 mmol) and 1-(3-dimethylaminopropyl)-3-ethylca... The reactants are CC1(CN=C2N(C=3C=CC(=CC3C23OCCCO3)C(=O)OC)C1)C (methyl 3′,3′-dimethyl-3′,4′-dihydro-2′H-spiro[1,3-dioxane-2,10′-pyrimido[1,2-a]indole]-8′-carboxylate), CCO (EtOH), [OH-].[Na+] (NaOH), O (H2O). The solvent is C1CCOC1 (THF). Product: CC1(CN=C2N(C=3C=CC(=CC3C23OCCCO3)C(=O)O)C1)C (3′,3′-Dimethyl-3′,4′-dihydro-2′H-spiro[1,3-dioxane-2,10′-pyrimido[1,2-a]indole]-8′-carboxylic acid). The yield is 50.3%. RXN SMILES: [CH3:1][C:2]1([CH3:24])[CH2:23][N:6]2[C:7]3[CH:8]=[CH:9][C:10]([C:19]([O:21]C)=[O:20])=[CH:11][C:12]=3[C:13]3([O:18][CH2:17][CH2:16][CH2:15][O:14]3)[C:5]2=[N:4][CH2:3]1.CCO.[OH-].[Na+].O>C1COCC1>[CH3:1][C:2]1([CH3:24])[CH2:23][N:6]2[C:7]3[CH:8]=[CH:9][C:10]([C:19]([OH:21])=[O:20])=[CH:11][C:12]=3[C:13]3([O:14][CH2:15][CH2:16][CH2:17][O:18]3)[C:5]2=[N:4][CH2:3]1 |f:2.3|. Reported procedure: To a solution of methyl 3′,3′-dimethyl-3′,4′-dihydro-2′H-spiro[1,3-dioxane-2,10′-pyrimido[1,2-a]indole]-8′-carboxylate (0.200 g, 0.610 mmol) in THF (4 mL)/EtOH (4 mL) was added 1N NaOH (2 mL) and H2O (2 mL) and the reaction was refluxed for 1 hr. The reaction was quenched with 1 N HCl and extracted with EtOAc (3×). The combined organic extracts were dried over Na2SO4, filtered and concentrated to give the title compound as white solid (0.097 g, 50%). NMR (400 Mz, DMSO-d6): consistent. MS (ES+) m... Starting materials: ClC1=NC=CC(=N1)Cl (2,4-Dichloropyrimidine), C(#N)C1=C(N)C=CC=C1 (2-cyanoaniline). The reagents and catalysts are Cl (HCl). Solvent: O (water). Conditions: time 18 hour. The product is ClC1=NC=CC(=N1)NC1=C(C=CC=C1)C#N (2-Chloro-4-(2-cyanoanilino)pyrimidine). Isolated yield 36.4%. RXN SMILES: [Cl:1][C:2]1[N:7]=[C:6](Cl)[CH:5]=[CH:4][N:3]=1.[C:9]([C:11]1[CH:17]=[CH:16][CH:15]=[CH:14][C:12]=1[NH2:13])#[N:10]>Cl.O>[Cl:1][C:2]1[N:7]=[C:6]([NH:13][C:12]2[CH:14]=[CH:15][CH:16]=[CH:17][C:11]=2[C:9]#[N:10])[CH:5]=[CH:4][N:3]=1. Procedure details: 2,4-Dichloropyrimidine (149 mg, 1 mmol), 2-cyanoaniline (118 mg, 1 mmol) and 2 drops conc. HCl were dissolved in water (20 ml). The reaction mixture was stirred at ambient temperature for 18 hours. The resulting precipitate was filtered off and dried under vacuum to give the title product as a colourless solid (84 mg, 36%). NMR (300 MHz) 6.79 (d, 1H), 7.42 (m, 1H), 7.62 (m, 1H), 7.75 (m, 1H), 7.89 (m, 1H), 8.24 (d, 1H), 10.23 (br, 1H); m/z: (ES+) 231.1 (MH+). The reactants are CO, CCC(C)(C)NC(=O)c1ccc(-c2cc(C(=O)NC3CC3)cc(F)c2C)nc1, ClC(Cl)Cl, O=C(OO)c1cccc(Cl)c1. The product is CCC(C)(C)NC(=O)c1ccc(-c2cc(C(=O)NC3CC3)cc(F)c2C)[n+]([O-])c1. RXN SMILES: [CH3:44][OH:45].[CH:12]1([NH:15][C:16](=[O:17])[c:18]2[cH:19][c:20]([F:39])[c:21]([CH3:38])[c:22](-[c:24]3[n:25][cH:26][c:27]([C:28](=[O:29])[NH:30][C:31]([CH3:32])([CH3:33])[CH2:34][CH3:35])[cH:36][cH:37]3)[cH:23]2)[CH2:13][CH2:14]1.[CH:40]([Cl:41])([Cl:42])[Cl:43].[OH:1][O:2][C:3]([c:4]1[cH:5][c:6]([Cl:7])[cH:8][cH:9][cH:10]1)=[O:11]>>[O-:1][n+:25]1[c:24](-[c:22]2[c:21]([CH3:38])[c:20]([F:39])[cH:19][c:18]([C:16]([NH:15][CH:12]3[CH2:13][CH2:14]3)=[O:17])[cH:23]2)[cH:37][cH:36][c:27]([C:28](=[O:29])[NH:30][C:31]([CH3:32])([CH3:33])[CH2:34][CH3:35])[cH:26]1. Starting materials: CON(C)C(=O)CN1CCNCC1, CCOc1cc(C(C)(C)C#N)ccc1C1=NC(c2ccc(Cl)cc2)C(c2ccc(Cl)cc2)N1C(=O)Cl. Yields the product CCOc1cc(C(C)(C)C#N)ccc1C1=NC(c2ccc(Cl)cc2)C(c2ccc(Cl)cc2)N1C(=O)N1CCN(CC(=O)N(C)OC)CC1. As a reaction SMILES: [CH3:37][O:38][N:39]([C:40]([CH2:41][N:42]1[CH2:43][CH2:44][NH:45][CH2:46][CH2:47]1)=[O:48])[CH3:49].[Cl:1][c:2]1[cH:3][cH:4][c:5]([CH:8]2[N:9]=[C:10]([c:23]3[c:24]([O:34][CH2:35][CH3:36])[cH:25][c:26]([C:29]([CH3:30])([CH3:31])[C:32]#[N:33])[cH:27][cH:28]3)[N:11]([C:20](=[O:21])[Cl:22])[CH:12]2[c:13]2[cH:14][cH:15][c:16]([Cl:19])[cH:17][cH:18]2)[cH:6][cH:7]1>>[Cl:1][c:2]1[cH:3][cH:4][c:5]([CH:8]2[N:9]=[C:10]([c:23]3[c:24]([O:34][CH2:35][CH3:36])[cH:25][c:26]([C:29]([CH3:30])([CH3:31])[C:32]#[N:33])[cH:27][cH:28]3)[N:11]([C:20](=[O:21])[N:45]3[CH2:44][CH2:43][N:42]([CH2:41][C:40]([N:39]([O:38][CH3:37])[CH3:49])=[O:48])[CH2:47][CH2:46]3)[CH:12]2[c:13]2[cH:14][cH:15][c:16]([Cl:19])[cH:17][cH:18]2)[cH:6][cH:7]1.